This data is from the Open Reaction Database (ORD), a public repository of structured organic reaction records. The task is: describe an organic reaction: reactants, conditions, products, and yield Reactants: C(=O)(C=1NC=CN1)C=1NC=CN1 (Carbonyl diimidazole), C(C)(C)(C)OC(=O)NC1(COC1)C(=O)O (3-((tert-butoxycarbonyl)amino)oxetane-3-carboxylic acid), ON=C(N)C=1C=CC(=C(C1)NC(=O)C1=CN=C2N1C=CC=C2)C (N-(5-(N′-hydroxycarbamimidoyl)-2-methylphenyl)imidazo[1,2-a]pyridine-3-carboxamide). The solvent is CN1CCCC1=O (NMP). Run at temperature 125 celsius, time 20 minute. Product: N=1C=C(N2C1C=CC=C2)C(=O)NC=2C=C(C=CC2C)C2=NOC(=N2)C2(COC2)NC(OC(C)(C)C)=O (tert-butyl (3-(3-(3-(imidazo[1,2-a]pyridine-3-carboxamido)-4-methylphenyl)-1,2,4-oxadiazol-5-yl)oxetan-3-yl)carbamate). Yield: 64.8%. As a reaction SMILES: C(C1NC=CN=1)(C1NC=CN=1)=O.[C:13]([O:17][C:18]([NH:20][C:21]1([C:25]([OH:27])=O)[CH2:24][O:23][CH2:22]1)=[O:19])([CH3:16])([CH3:15])[CH3:14].O[N:29]=[C:30]([C:32]1[CH:33]=[CH:34][C:35]([CH3:50])=[C:36]([NH:38][C:39]([C:41]2[N:45]3[CH:46]=[CH:47][CH:48]=[CH:49][C:44]3=[N:43][CH:42]=2)=[O:40])[CH:37]=1)[NH2:31]>CN1C(=O)CCC1>[N:43]1[CH:42]=[C:41]([C:39]([NH:38][C:36]2[CH:37]=[C:32]([C:30]3[N:29]=[C:25]([C:21]4([NH:20][C:18](=[O:19])[O:17][C:13]([CH3:14])([CH3:15])[CH3:16])[CH2:22][O:23][CH2:24]4)[O:27][N:31]=3)[CH:33]=[CH:34][C:35]=2[CH3:50])=[O:40])[N:45]2[CH:46]=[CH:47][CH:48]=[CH:49][C:44]=12. Procedure: Carbonyl diimidazole (CDI) (162.2 mg, 1.0 mmol) was added to a stirred solution of 3-((tert-butoxycarbonyl)amino)oxetane-3-carboxylic acid (45) (217.1 mg, 1.0 mmol)) in NMP (1.0 mL). After 20 minutes, N-(5-(N′-hydroxycarbamimidoyl)-2-methylphenyl)imidazo[1,2-a]pyridine-3-carboxamide (9) (150.0 mg, 0.5 mmol) was added in one portion and the resulting solution was stirred for 1 hour before it was heated at 125° C. for 15 minutes in a microwave reactor. The reaction solution was subjected to standa... Reactants: NC=1C(=CC(=C(C1)N1C(N(C(=CC1=O)C(F)(F)F)C)=O)F)Cl (3-(5-amino-4-chloro-2-fluorophenyl)-1-methyl-6-trifluoromethyl-2,4(1H,3H)-pyrimidinedione), C(C)(=O)O (acetic acid). Solvent: C1=CC=CC=C1 (benzene). The product is C(C)(=O)NC=1C(=CC(=C(C1)N1C(N(C(=CC1=O)C(F)(F)F)C)=O)F)Cl (3-(5-acetylamino-4-chloro-2-fluorophenyl)-1-methyl-6-trifluoromethyl-2,4(1H,3H)-pyrimidinedione). Reaction SMILES: [NH2:1][C:2]1[C:3]([Cl:22])=[CH:4][C:5]([F:21])=[C:6]([N:8]2[C:13](=[O:14])[CH:12]=[C:11]([C:15]([F:18])([F:17])[F:16])[N:10]([CH3:19])[C:9]2=[O:20])[CH:7]=1.[C:23](O)(=[O:25])[CH3:24]>C1C=CC=CC=1>[C:23]([NH:1][C:2]1[C:3]([Cl:22])=[CH:4][C:5]([F:21])=[C:6]([N:8]2[C:13](=[O:14])[CH:12]=[C:11]([C:15]([F:18])([F:17])[F:16])[N:10]([CH3:19])[C:9]2=[O:20])[CH:7]=1)(=[O:25])[CH3:24]. Procedure details: In 5 ml of benzene was dissolved 2.00 g of 3-(5-amino-4-chloro-2-fluorophenyl)-1-methyl-6-trifluoromethyl-2,4(1H,3H)-pyrimidinedione, and 0.61 ml of anhydrous acetic acid was added thereto and the mixture was refluxed for one hour. Benzene was removed by distillation to obtain a crude product. This was washed with hexane to obtain 2.20 g of the desired compound as white crystal. Reactants: CN(C)C=NC(C1=CC=C(C=C1)C)=O (N-dimethylaminomethylene-4-methyl-benzamide), C(C)(C)(C)OC(C1=CC(=CC=C1)C(N)=N)=O (3-carbamimidoyl-benzoic acid tert-butyl ester). Solvent: C(C)(=O)O (acetic acid). Run at temperature 115 celsius. Yields the product C1(=CC=C(C=C1)C1=NC(=NC=N1)C=1C=C(C(=O)O)C=CC1)C (3-(4-p-Tolyl-[1,3,5]triazin-2-yl)benzoic acid). Isolated yield 8.9%. Reaction SMILES: CN([CH:4]=[N:5][C:6](=O)[C:7]1[CH:12]=[CH:11][C:10]([CH3:13])=[CH:9][CH:8]=1)C.C([O:19][C:20](=[O:30])[C:21]1[CH:26]=[CH:25][CH:24]=[C:23]([C:27](=[NH:29])[NH2:28])[CH:22]=1)(C)(C)C>C(O)(=O)C>[C:10]1([CH3:13])[CH:11]=[CH:12][C:7]([C:6]2[N:5]=[CH:4][N:28]=[C:27]([C:23]3[CH:22]=[C:21]([CH:26]=[CH:25][CH:24]=3)[C:20]([OH:19])=[O:30])[N:29]=2)=[CH:8][CH:9]=1. Reported procedure: Part D. A mixture of N-dimethylaminomethylene-4-methyl-benzamide (221.9 mg, 1.15 mmol) and 3-carbamimidoyl-benzoic acid tert-butyl ester (196.0 mg, 0.89 mmol) in anhydrous acetic acid (8 mL) is heated to 115° C. at 150 W, 250 psi in a microwave reactor for 30 min. until complete consumption of the starting material is determined by TLC. A white solid is precipitated by addition of 1 N HCl, and collected by filtration, followed by washing with water and hexanes. The obtained solid is further puri...